This data is from the Open Reaction Database (ORD), a public repository of structured organic reaction records. The task is: describe an organic reaction: reactants, conditions, products, and yield Starting materials: BrC1=C2C=CN=CC2=C(C=C1)[N+](=O)[O-] (5-bromo-8-nitroisoquinoline), [H][H] (hydrogen). Reagents/catalysts: [Pt] (Pt/C). Run in C(C)(=O)O (acetic acid). Product: BrC1=C2C=CN=CC2=C(C=C1)N (5-Bromo-isoquinolin-8-ylamine). The yield is 59.8%. Reaction SMILES: [Br:1][C:2]1[CH:11]=[CH:10][C:9]([N+:12]([O-])=O)=[C:8]2[C:3]=1[CH:4]=[CH:5][N:6]=[CH:7]2.[H][H]>[Pt].C(O)(=O)C>[Br:1][C:2]1[CH:11]=[CH:10][C:9]([NH2:12])=[C:8]2[C:3]=1[CH:4]=[CH:5][N:6]=[CH:7]2. Procedure details: A mixture of Example 801A (500 mg, 2 mmol), 5% Pt/C and acetic acid (50 mL) was equipped with a balloon of hydrogen gas and stirred at room temperature. When the reaction was complete, the solution was filtered through Celite. The mixture was treated with 50% sodium hydroxide solution until pH reached 10. Filtration provided 267 mg (60%) of the desired product as a yellow solid. MS (ESI) m/e 223 (M+H)+. Reactants: N1(CCC2=CC=CC=C12)C=1C(=NC2=CC=C(C=C2N1)C(=O)OC)C1=CC=CC=C1 (methyl 3-(indolin-1-yl)-2-phenylquinoxaline-6-carboxylate), C(#N)C1=C(C(=O)C(=C(C1=O)Cl)Cl)C#N (DDQ), CS(=O)C (DMSO). The solvent is O (H2O). Reaction conditions: temperature 30 celsius, time 8 hour. The product is N1(C=CC2=CC=CC=C12)C=1C(=NC2=CC=C(C=C2N1)C(=O)OC)C1=CC=CC=C1 (Methyl 3-(1H-indol-1-yl)-2-phenylquinoxaline-6-carboxylate). RXN SMILES: [N:1]1([C:10]2[C:11]([C:24]3[CH:29]=[CH:28][CH:27]=[CH:26][CH:25]=3)=[N:12][C:13]3[C:18]([N:19]=2)=[CH:17][C:16]([C:20]([O:22][CH3:23])=[O:21])=[CH:15][CH:14]=3)[C:9]2[C:4](=[CH:5][CH:6]=[CH:7][CH:8]=2)[CH2:3][CH2:2]1.C(C1C(=O)C(Cl)=C(Cl)C(=O)C=1C#N)#N.CS(C)=O>O>[N:1]1([C:10]2[C:11]([C:24]3[CH:25]=[CH:26][CH:27]=[CH:28][CH:29]=3)=[N:12][C:13]3[C:18]([N:19]=2)=[CH:17][C:16]([C:20]([O:22][CH3:23])=[O:21])=[CH:15][CH:14]=3)[C:9]2[C:4](=[CH:5][CH:6]=[CH:7][CH:8]=2)[CH:3]=[CH:2]1. Reported procedure: Into a 10-mL sealed tube, was placed methyl 3-(indolin-1-yl)-2-phenylquinoxaline-6-carboxylate (150 mg, 0.39 mmol, 1.00 equiv), DDQ (447 mg, 1.97 mmol, 4.00 equiv), DMSO (3 mL). The resulting solution was stirred for overnight at 30° C. in an oil bath. The resulting solution was diluted with 20 mL of H2O. The resulting solids were collected by filtration and applied onto a silica gel column with ethyl acetate/petroleum ether (1:50). This resulted in 30 mg (20%) of methyl 3-(1H-indol-1-yl)-2-phen... The reactants are [OH-].[Na+] (NaOH), COC(\C=C\C=C(/C=1C=NC=CC1)\C1=CC=C(C=C1)OC)=O ((2E,4Z)-5-(4-methoxyphenyl)-5-(3-pyridinyl)-2,4-pentadienoic acid methyl ester). Run in CO (methanol). Conditions: time 1 hour. Product: COC1=CC=C(C=C1)/C(=C/C=C/C(=O)O)/C=1C=NC=CC1 ((2E,4Z)-5-(4-methoxyphenyl)-5-(3-pyridinyl)-2,4-pentadienoic acid). Yield: 98.2%. RXN SMILES: C[O:2][C:3](=[O:22])/[CH:4]=[CH:5]/[CH:6]=[C:7](/[C:14]1[CH:19]=[CH:18][C:17]([O:20][CH3:21])=[CH:16][CH:15]=1)\[C:8]1[CH:9]=[N:10][CH:11]=[CH:12][CH:13]=1.[OH-].[Na+]>CO>[CH3:21][O:20][C:17]1[CH:16]=[CH:15][C:14](/[C:7](/[C:8]2[CH:9]=[N:10][CH:11]=[CH:12][CH:13]=2)=[CH:6]/[CH:5]=[CH:4]/[C:3]([OH:22])=[O:2])=[CH:19][CH:18]=1 |f:1.2|. Procedure details: In the manner described in Example 99, (2E,4Z)-5-(4-methoxyphenyl)-5-(3-pyridinyl)-2,4-pentadienoic acid methyl ester (6.2 g) was saponified a refluxing mixture of methanol (30 mL) and 1N NaOH (30 mL). After 1 hour, the cooled reaction was neutralized with the addition of 1N HCI (30 mL) and the resulting crystalline solid was filtered off and washed well with water to give 5.8 g of (2E,4Z)-5-(4-methoxyphenyl)-5-(3-pyridinyl)-2,4-pentadienoic acid, mp 235°-238° C. A sample was recrystallized from... Starting materials: FC(C(=O)O)(F)F.C(C)S(=O)(=O)N1CCC(CC1)C1=CNC2=C(C=C(C=C12)C1=CC(=CC(=C1)CNC[C@H]1OCCC1)F)C(=O)N (3-[1-(ethylsulfonyl)-4-piperidinyl]-5-[3-fluoro-5-({[(2S)-tetrahydro-2-furanylmethyl]amino}methyl)phenyl]-1H-indole-7-carboxamide trifluoroacetate), O1[C@@H](CCC1)CN (1-[(2S)-tetrahydro-2-furanyl]methanamine). The product is FC(C(=O)O)(F)F.C(C)S(=O)(=O)N1CCC(CC1)C1=CNC2=C(C=C(C=C12)C1=CC(=CC(=C1)CNC(CC)C)F)C(=O)N (3-[1-(ethylsulfonyl)-4-piperidinyl]-5-(3-fluoro-5-{[(1-methylpropyl)amino]methyl}phenyl)-1H-indole-7-carboxamide trifluoroacetate). Yield: 50.6%. Reaction SMILES: [F:1][C:2]([F:7])([F:6])[C:3]([OH:5])=[O:4].[CH2:8]([S:10]([N:13]1[CH2:18][CH2:17][CH:16]([C:19]2[C:27]3[C:22](=[C:23]([C:43]([NH2:45])=[O:44])[CH:24]=[C:25]([C:28]4[CH:33]=[C:32]([CH2:34][NH:35]C[C@@H]5CCCO5)[CH:31]=[C:30]([F:42])[CH:29]=4)[CH:26]=3)[NH:21][CH:20]=2)[CH2:15][CH2:14]1)(=[O:12])=[O:11])[CH3:9].O1C[CH2:49][CH2:48][C@H:47]1[CH2:51]N>>[F:1][C:2]([F:7])([F:6])[C:3]([OH:5])=[O:4].[CH2:8]([S:10]([N:13]1[CH2:18][CH2:17][CH:16]([C:19]2[C:27]3[C:22](=[C:23]([C:43]([NH2:45])=[O:44])[CH:24]=[C:25]([C:28]4[CH:33]=[C:32]([CH2:34][NH:35][CH:47]([CH3:51])[CH2:48][CH3:49])[CH:31]=[C:30]([F:42])[CH:29]=4)[CH:26]=3)[NH:21][CH:20]=2)[CH2:15][CH2:14]1)(=[O:11])=[O:12])[CH3:9] |f:0.1,3.4|. Reported procedure: The title compound was prepared according to the general procedure of 3-[1-(ethylsulfonyl)-4-piperidinyl]-5-[3-fluoro-5-({[(2S)-tetrahydro-2-furanylmethyl]amino}methyl)phenyl]-1H-indole-7-carboxamide trifluoroacetate, substituting 2-butanamine (37 mg, 0.525 mmol) for 1-[(2S)-tetrahydro-2-furanyl]methanamine to afford 27.7 mg of the title compound (50.6%). Starting materials: COCCO[AlH2-]OCCOC, Cc1ccccc1, CC1(C)C(=O)Nc2c(F)cccc21, [Na+], [Na+], [OH-], O. Yields the product CC1(C)CNc2c(F)cccc21. Reaction SMILES: [CH3:15][O:16][CH2:17][CH2:18][O:19][AlH2-:20][O:21][CH2:22][CH2:23][O:24][CH3:25].[CH3:29][c:30]1[cH:31][cH:32][cH:33][cH:34][cH:35]1.[F:1][c:2]1[cH:3][cH:4][cH:5][c:6]2[c:10]1[NH:9][C:8](=[O:11])[C:7]2([CH3:12])[CH3:13].[Na+:14].[Na+:27].[OH-:26].[OH2:28]>>[F:1][c:2]1[cH:3][cH:4][cH:5][c:6]2[c:10]1[NH:9][CH2:8][C:7]2([CH3:12])[CH3:13]. The reactants are ClC1=CC(=NC=N1)NCCN1CCC(CC1)NC1=NC2=C(N1CC1=CC=C(C=C1)F)C=CC=C2 (N-[1-[2-[(6-chloro-4-pyrimidinyl)-amino]ethyl]-4-piperidinyl]-1-[(4-fluorophenyl)methyl]-1H-benzimidazol-2-amine), C[O-].[Na+] (sodium methoxide). Solvent: CO (methanol). Product: FC1=CC=C(C=C1)CN1C(=NC2=C1C=CC=C2)NC2CCN(CC2)CCNC2=NC=NC(=C2)OC (1-[(4-fluorophenyl)methyl]-N-[1-[2-[(6-methoxy-4-pyrimidinyl)amino]-ethyl]-4-piperidinyl]-1H-benzimidazol-2-amine). As a reaction SMILES: Cl[C:2]1[N:7]=[CH:6][N:5]=[C:4]([NH:8][CH2:9][CH2:10][N:11]2[CH2:16][CH2:15][CH:14]([NH:17][C:18]3[N:22]([CH2:23][C:24]4[CH:29]=[CH:28][C:27]([F:30])=[CH:26][CH:25]=4)[C:21]4[CH:31]=[CH:32][CH:33]=[CH:34][C:20]=4[N:19]=3)[CH2:13][CH2:12]2)[CH:3]=1.[CH3:35][O-:36].[Na+]>CO>[F:30][C:27]1[CH:28]=[CH:29][C:24]([CH2:23][N:22]2[C:21]3[CH:31]=[CH:32][CH:33]=[CH:34][C:20]=3[N:19]=[C:18]2[NH:17][CH:14]2[CH2:15][CH2:16][N:11]([CH2:10][CH2:9][NH:8][C:4]3[CH:3]=[C:2]([O:36][CH3:35])[N:7]=[CH:6][N:5]=3)[CH2:12][CH2:13]2)=[CH:25][CH:26]=1 |f:1.2|. Reported procedure: A mixture of 6 parts of N-[1-[2-[(6-chloro-4-pyrimidinyl)-amino]ethyl]-4-piperidinyl]-1-[(4-fluorophenyl)methyl]-1H-benzimidazol-2-amine, 2.5 parts of a sodium methoxide solution 30% and 40 parts of methanol was stirred and refluxed overnight. The reaction mixture was evaporated and water was added to the residue. The product was extracted with 4-methyl-2-pentanone. The extract was dried, filtered and evaporated. The residue was purified by column-chromatography over silica gel using a mixture o... Starting materials: [N+](=O)([O-])C1=CC=CC2=C1CCCCC2 (1-nitro-6,7,8,9-tetrahydro-5H-benzocycloheptene), C(C)(=O)OC(C)=O (acetic anhydride). Reagents/catalysts: [Ni] (raney nickel). The solvent is C(C)(=O)O (acetic acid). Product: C(C)(=O)NC1=CC=CC2=C1CCCCC2 (1-Acetylamino-6,7,8,9-tetrahydro-5H-benzocycloheptene). RXN SMILES: [N+:1]([C:4]1[C:9]2[CH2:10][CH2:11][CH2:12][CH2:13][CH2:14][C:8]=2[CH:7]=[CH:6][CH:5]=1)([O-])=O.[C:15](OC(=O)C)(=[O:17])[CH3:16]>[Ni].C(O)(=O)C>[C:15]([NH:1][C:4]1[C:9]2[CH2:10][CH2:11][CH2:12][CH2:13][CH2:14][C:8]=2[CH:7]=[CH:6][CH:5]=1)(=[O:17])[CH3:16]. Reported procedure: 8.7 gm of 1-nitro-6,7,8,9-tetrahydro-5H-benzocycloheptene [J. Am. Chem. Soc., 5820 (9169)] was dissolved into a mixed solvent of 150 ml of acetic anhydride and 50 ml of acetic acid. The mixture was catalytically hydrogenated with the addition of 10 ml of raney nickel. After removing the catalyst by filtration, the reaction mixture was concentrated, the residue was washed with saturated aqueous solution of sodium bicarbonate and saturated brine, and dried over anhydrous sodium sulfate. The produc... The reactants are CC(C)(C)N, Cc1ccccc1, CC(C)c1cc(Oc2ccc(Cl)cc2)nc(C(C)C)c1N=C=S. Product: CC(C)c1cc(Oc2ccc(Cl)cc2)nc(C(C)C)c1NC(=S)NC(C)(C)C. As a reaction SMILES: [C:24]([CH3:25])([CH3:26])([CH3:27])[NH2:28].[CH3:29][c:30]1[cH:31][cH:32][cH:33][cH:34][cH:35]1.[CH:1]([CH3:2])([CH3:3])[c:4]1[n:5][c:6]([O:16][c:17]2[cH:18][cH:19][c:20]([Cl:23])[cH:21][cH:22]2)[cH:7][c:8]([CH:13]([CH3:14])[CH3:15])[c:9]1[N:10]=[C:11]=[S:12]>>[CH:1]([CH3:2])([CH3:3])[c:4]1[n:5][c:6]([O:16][c:17]2[cH:18][cH:19][c:20]([Cl:23])[cH:21][cH:22]2)[cH:7][c:8]([CH:13]([CH3:14])[CH3:15])[c:9]1[NH:10][C:11](=[S:12])[NH:28][C:24]([CH3:25])([CH3:26])[CH3:27]. Reactants: O=C([O-])[O-], Cc1cc(C(=O)O)cc(C)c1C(O)c1cc(I)ccc1Cl, CN(C)C=O, [Cu], [F-], [K+], [K+], [K+], O, c1c[nH]cn1. Product: Cc1cc(C(=O)O)cc(C)c1C(O)c1cc(-n2ccnc2)ccc1Cl. Reaction SMILES: [C:27](=[O:28])([O-:29])[O-:30].[CH3:1][c:2]1[c:3]([CH:12]([OH:13])[c:14]2[c:15]([Cl:21])[cH:16][cH:17][c:18]([I:20])[cH:19]2)[c:4]([CH3:11])[cH:5][c:6]([C:8](=[O:9])[OH:10])[cH:7]1.[CH3:37][N:38]([CH3:39])[CH:40]=[O:41].[Cu:35].[F-:33].[K+:31].[K+:32].[K+:34].[OH2:36].[nH:22]1[cH:23][n:24][cH:25][cH:26]1>>[CH3:1][c:2]1[c:3]([CH:12]([OH:13])[c:14]2[c:15]([Cl:21])[cH:16][cH:17][c:18](-[n:22]3[cH:23][n:24][cH:25][cH:26]3)[cH:19]2)[c:4]([CH3:11])[cH:5][c:6]([C:8](=[O:9])[OH:10])[cH:7]1.